Dataset: the Open Reaction Database (ORD), a public repository of structured organic reaction records. Task: describe an organic reaction: reactants, conditions, products, and yield The reactants are CN(C)C=O (DMF), BrC=1C=C2C(=NC1)OC1=CC=C(C=C1[C@@]21COCC(=N1)N)I ((S)-3-bromo-7-iodo-2′,6′-dihydrospiro[chromeno[2,3-b]pyridine-5,3′-[1,4]oxazin]-5′-amine), C(C)(C)NC(C)C (diisopropylamine), CC(C#C)(C)C (3,3-dimethyl-1-butyne). The reagents and catalysts are C=1C=CC(=CC1)[P](C=2C=CC=CC2)(C=3C=CC=CC3)[Pd]([P](C=4C=CC=CC4)(C=5C=CC=CC5)C=6C=CC=CC6)([P](C=7C=CC=CC7)(C=8C=CC=CC8)C=9C=CC=CC9)[P](C=1C=CC=CC1)(C=1C=CC=CC1)C=1C=CC=CC1 (Pd(PPh3)4), [Cu]I (copper(I) iodide). Solvent: CC1CCCO1 (2-MeTHF). Reaction conditions: temperature 90 celsius. The product is BrC=1C=C2C(=NC1)OC1=CC=C(C=C1[C@@]21COCC(=N1)N)C#CC(C)(C)C ((S)-3-bromo-7-(3,3-dimethylbut-1-ynyl)-2′,6′-dihydrospiro[chromeno[2,3-b]pyridine-5,3′-[1,4]oxazin]-5′-amine). Isolated yield 25.6%. As a reaction SMILES: [Br:1][C:2]1[CH:3]=[C:4]2[C@@:15]3([N:20]=[C:19]([NH2:21])[CH2:18][O:17][CH2:16]3)[C:14]3[C:9](=[CH:10][CH:11]=[C:12](I)[CH:13]=3)[O:8][C:5]2=[N:6][CH:7]=1.C(NC(C)C)(C)C.[CH3:30][C:31]([CH3:35])([CH3:34])[C:32]#[CH:33].CN(C=O)C>CC1OCCC1.C1C=CC([P]([Pd]([P](C2C=CC=CC=2)(C2C=CC=CC=2)C2C=CC=CC=2)([P](C2C=CC=CC=2)(C2C=CC=CC=2)C2C=CC=CC=2)[P](C2C=CC=CC=2)(C2C=CC=CC=2)C2C=CC=CC=2)(C2C=CC=CC=2)C2C=CC=CC=2)=CC=1.[Cu]I>[Br:1][C:2]1[CH:3]=[C:4]2[C@@:15]3([N:20]=[C:19]([NH2:21])[CH2:18][O:17][CH2:16]3)[C:14]3[C:9](=[CH:10][CH:11]=[C:12]([C:33]#[C:32][C:31]([CH3:35])([CH3:34])[CH3:30])[CH:13]=3)[O:8][C:5]2=[N:6][CH:7]=1 |^1:50,52,71,90|. Procedure details: A vial was charged with (S)-3-bromo-7-iodo-2′,6′-dihydrospiro[chromeno[2,3-b]pyridine-5,3′-[1,4]oxazin]-5′-amine, diisopropylamine (0.785 mL, 5.51 mmol), Pd(PPh3)4 (0.127 g, 0.110 mmol), copper(I) iodide (0.021 g, 0.110 mmol), and 3,3-dimethyl-1-butyne (0.203 mL, 1.652 mmol). DMF (3 mL) were added, the vial was sealed under argon and heated to 90° C. for 60 minutes. The reaction mixture was diluted with 2-MeTHF then washed with water. The organics were dried over MgSO4 and concentrated. Purifica... Starting materials: CO, COC(=O)c1ccc(NCC(F)(F)F)cc1, [K+], [OH-], O. Product: O=C(O)c1ccc(NCC(F)(F)F)cc1. RXN SMILES: [CH3:17][OH:18].[F:1][C:2]([CH2:3][NH:4][c:5]1[cH:6][cH:7][c:8]([C:9](=[O:10])[O:11][CH3:12])[cH:13][cH:14]1)([F:15])[F:16].[K+:20].[OH-:19].[OH2:21]>>[F:1][C:2]([CH2:3][NH:4][c:5]1[cH:6][cH:7][c:8]([C:9](=[O:10])[OH:11])[cH:13][cH:14]1)([F:15])[F:16]. The reactants are CC(=O)OC(C)=O, Cc1cc2c(c3ccc(=O)[nH]c13)OC(CO)C2, c1ccncc1. The product is CC(=O)OCC1Cc2cc(C)c3[nH]c(=O)ccc3c2O1. Reaction SMILES: [CH3:18][C:19](=[O:20])[O:21][C:22](=[O:23])[CH3:24].[OH:1][CH2:2][CH:3]1[CH2:4][c:5]2[c:6]([c:7]3[cH:8][cH:9][c:10](=[O:16])[nH:11][c:12]3[c:13]([CH3:15])[cH:14]2)[O:17]1.[cH:25]1[cH:26][cH:27][n:28][cH:29][cH:30]1>>[O:1]([CH2:2][CH:3]1[CH2:4][c:5]2[c:6]([c:7]3[cH:8][cH:9][c:10](=[O:16])[nH:11][c:12]3[c:13]([CH3:15])[cH:14]2)[O:17]1)[C:19]([CH3:18])=[O:20]. Reactants: C=C(OCC)[Sn](CCCC)(CCCC)CCCC, CC(c1c(F)cc2ncccc2c1F)c1nnc2ccc(Cl)nn12, C1COCCO1, Cl[Pd]Cl, c1ccc(P(c2ccccc2)c2ccccc2)cc1, c1ccc(P(c2ccccc2)c2ccccc2)cc1. The product is C=C(OCC)c1ccc2nnc(C(C)c3c(F)cc4ncccc4c3F)n2n1. As a reaction SMILES: [CH2:25]([Sn:26]([CH2:27][CH2:28][CH2:29][CH3:35])([C:30](=[CH2:31])[O:32][CH2:33][CH3:34])[CH2:36][CH2:37][CH2:38][CH3:39])[CH2:40][CH2:41][CH3:42].[Cl:1][c:2]1[cH:3][cH:4][c:5]2[n:6]([n:7]1)[c:8]([CH:11]([CH3:12])[c:13]1[c:14]([F:24])[c:15]3[cH:16][cH:17][cH:18][n:19][c:20]3[cH:21][c:22]1[F:23])[n:9][n:10]2.[O:43]1[CH2:44][CH2:45][O:46][CH2:47][CH2:48]1.[Pd:49]([Cl:50])[Cl:51].[c:52]1([P:53]([c:54]2[cH:55][cH:56][cH:57][cH:58][cH:59]2)[c:60]2[cH:61][cH:62][cH:63][cH:64][cH:65]2)[cH:66][cH:67][cH:68][cH:69][cH:70]1.[c:71]1([P:72]([c:73]2[cH:74][cH:75][cH:76][cH:77][cH:78]2)[c:79]2[cH:80][cH:81][cH:82][cH:83][cH:84]2)[cH:85][cH:86][cH:87][cH:88][cH:89]1>>[c:2]1([C:30](=[CH2:31])[O:32][CH2:33][CH3:34])[cH:3][cH:4][c:5]2[n:6]([n:7]1)[c:8]([CH:11]([CH3:12])[c:13]1[c:14]([F:24])[c:15]3[cH:16][cH:17][cH:18][n:19][c:20]3[cH:21][c:22]1[F:23])[n:9][n:10]2. As a reaction SMILES: [CH2:27]1[O:28][CH2:29][CH2:30][CH2:31]1.[CH:12](=[CH2:13])[Sn:14]([CH2:15][CH2:16][CH2:17][CH3:18])([CH2:19][CH2:20][CH2:21][CH3:22])[CH2:23][CH2:24][CH2:25][CH3:26].[Cl:1][c:2]1[cH:3][cH:4][c:5]2[c:6]([n:7][cH:8][cH:9][n:10]2)[n:11]1.[Pd:32].[c:33]1([P:34]([c:35]2[cH:36][cH:37][cH:38][cH:39][cH:40]2)[c:41]2[cH:42][cH:43][cH:44][cH:45][cH:46]2)[cH:47][cH:48][cH:49][cH:50][cH:51]1.[c:52]1([P:53]([c:54]2[cH:55][cH:56][cH:57][cH:58][cH:59]2)[c:60]2[cH:61][cH:62][cH:63][cH:64][cH:65]2)[cH:66][cH:67][cH:68][cH:69][cH:70]1.[c:71]1([P:72]([c:73]2[cH:74][cH:75][cH:76][cH:77][cH:78]2)[c:79]2[cH:80][cH:81][cH:82][cH:83][cH:84]2)[cH:85][cH:86][cH:87][cH:88][cH:89]1.[c:90]1([P:91]([c:92]2[cH:93][cH:94][cH:95][cH:96][cH:97]2)[c:98]2[cH:99][cH:100][cH:101][cH:102][cH:103]2)[cH:104][cH:105][cH:106][cH:107][cH:108]1>>[c:2]1([CH:12]=[CH2:13])[cH:3][cH:4][c:5]2[c:6]([n:7][cH:8][cH:9][n:10]2)[n:11]1. The product is C=Cc1ccc2nccnc2n1. Reactants: C1CCOC1, C=C[Sn](CCCC)(CCCC)CCCC, Clc1ccc2nccnc2n1, [Pd], c1ccc(P(c2ccccc2)c2ccccc2)cc1, c1ccc(P(c2ccccc2)c2ccccc2)cc1, c1ccc(P(c2ccccc2)c2ccccc2)cc1, c1ccc(P(c2ccccc2)c2ccccc2)cc1. Starting materials: C(C)OC(=O)C1(CC1)C1=CC=C(C=C1)C1=CC=C(C=C1)C1=C(C(=NO1)C)CS (1-[4′-(4-mercaptomethyl-3-methyl-isoxazol-5-yl)-biphenyl-4-yl]-cyclopropanecarboxylic acid ethyl ester), BrCC(=O)C1=CC=CC=C1 (2-bromo-1-phenyl-ethanone). Yields the product C(C)OC(=O)C1(CC1)C1=CC=C(C=C1)C1=CC=C(C=C1)C1=C(C(=NO1)C)CSCC(C1=CC=CC=C1)=O (1-{4′-[3-Methyl-4-(2-oxo-2-phenyl-ethylsulfanylmethyl)-isoxazol-5-yl]-biphenyl-4-yl}-cyclopropanecarboxylic acid ethyl ester). Reaction SMILES: [CH2:1]([O:3][C:4]([C:6]1([C:9]2[CH:14]=[CH:13][C:12]([C:15]3[CH:20]=[CH:19][C:18]([C:21]4[O:25][N:24]=[C:23]([CH3:26])[C:22]=4[CH2:27][SH:28])=[CH:17][CH:16]=3)=[CH:11][CH:10]=2)[CH2:8][CH2:7]1)=[O:5])[CH3:2].Br[CH2:30][C:31]([C:33]1[CH:38]=[CH:37][CH:36]=[CH:35][CH:34]=1)=[O:32]>>[CH2:1]([O:3][C:4]([C:6]1([C:9]2[CH:10]=[CH:11][C:12]([C:15]3[CH:20]=[CH:19][C:18]([C:21]4[O:25][N:24]=[C:23]([CH3:26])[C:22]=4[CH2:27][S:28][CH2:30][C:31](=[O:32])[C:33]4[CH:38]=[CH:37][CH:36]=[CH:35][CH:34]=4)=[CH:17][CH:16]=3)=[CH:13][CH:14]=2)[CH2:8][CH2:7]1)=[O:5])[CH3:2]. Procedure details: Prepared according to the procedure described in Example 3, Step 7, using 1-[4′-(4-mercaptomethyl-3-methyl-isoxazol-5-yl)-biphenyl-4-yl]-cyclopropanecarboxylic acid ethyl ester and 2-bromo-1-phenyl-ethanone. The reactants are B, C1CCOC1, CSC, CO, ClCCl, CC(=O)c1ccccc1Cl, O. Yields the product CC(O)c1ccccc1Cl. RXN SMILES: [BH3:14].[CH2:20]1[O:21][CH2:22][CH2:23][CH2:24]1.[CH3:11][S:12][CH3:13].[CH3:15][OH:16].[Cl:17][CH2:18][Cl:19].[Cl:1][c:2]1[c:3]([C:8]([CH3:9])=[O:10])[cH:4][cH:5][cH:6][cH:7]1.[OH2:25]>>[Cl:1][c:2]1[c:3]([CH:8]([CH3:9])[OH:10])[cH:4][cH:5][cH:6][cH:7]1.